describe an organic reaction: reactants, conditions, products, and yield From a dataset of the Open Reaction Database (ORD), a public repository of structured organic reaction records. Starting materials: I(=O)(=O)(=O)[O-].[Na+] (sodium periodate), I(=O)(=O)(=O)[O-] (periodate), [Na] (sodium), FC1=CC=C(C=C1)C=1C=CC=2N(N1)C(=NN2)SC2=CC1=C(N=C(S1)NC(=O)NCCN1CCOCC1)C=C2 (1-(6-{[6-(4-fluorophenyl)[1,2,4]triazolo[4,3-b]pyridazin-3-yl]sulphanyl}-1,3-benzothiazol-2-yl)-3-[2-(morpholin-4-yl)ethyl]urea). The solvent is O (water), C(C)(=O)O (acetic acid), O (water), C(C)(=O)O (acetic acid). Conditions: temperature 20 celsius, time 8 hour. The product is FC1=CC=C(C=C1)C=1C=CC=2N(N1)C(=NN2)SC2=CC1=C(N=C(S1)NC(=O)NCC[N+]1(CCOCC1)[O-])C=C2 (1-(6-{[6-(4-Fluorophenyl)[1,2,4]triazolo[4,3-b]pyridazin-3-yl]sulphanyl}-1,3-benzothiazol-2-yl)-3-[2-(4-oxidomorpholin-4-yl)ethyl]urea). Isolated yield 75.3%. RXN SMILES: I([O-])(=O)(=O)=O.[Na].[F:7][C:8]1[CH:13]=[CH:12][C:11]([C:14]2[CH:15]=[CH:16][C:17]3[N:18]([C:20]([S:23][C:24]4[CH:44]=[CH:43][C:27]5[N:28]=[C:29]([NH:31][C:32]([NH:34][CH2:35][CH2:36][N:37]6[CH2:42][CH2:41][O:40][CH2:39][CH2:38]6)=[O:33])[S:30][C:26]=5[CH:25]=4)=[N:21][N:22]=3)[N:19]=2)=[CH:10][CH:9]=1.I([O-])(=O)(=O)=[O:46].[Na+]>O.C(O)(=O)C>[F:7][C:8]1[CH:13]=[CH:12][C:11]([C:14]2[CH:15]=[CH:16][C:17]3[N:18]([C:20]([S:23][C:24]4[CH:44]=[CH:43][C:27]5[N:28]=[C:29]([NH:31][C:32]([NH:34][CH2:35][CH2:36][N+:37]6([O-:46])[CH2:42][CH2:41][O:40][CH2:39][CH2:38]6)=[O:33])[S:30][C:26]=5[CH:25]=4)=[N:21][N:22]=3)[N:19]=2)=[CH:10][CH:9]=1 |f:3.4,^1:5|. Procedure details: 116 mg of periodate of sodium in 0.5 cm3 of water are added to a mixture of 200 mg of 1-(6-{[6-(4-fluorophenyl)[1,2,4]triazolo[4,3-b]pyridazin-3-yl]sulphanyl}-1,3-benzothiazol-2-yl)-3-[2-(morpholin-4-yl)ethyl]urea in 5 cm3 of acetic acid at 20° C. After an overnight period, the precipitate is filtered off. The white powder obtained is a mixture containing oxidized product and starting product. This mixture is taken up in 10 cm3 of acetic acid with 155 mg of sodium periodate dissolved in 1 cm3 of... Reactants: C(C)(C)(C)OC(=O)C1=C(N=C(S1)N1C[C@@H](N(CC1)S(=O)(=O)C1=CC=C(C=C1)OC(F)(F)F)C(NCC=1C=NC(=CC1)C(C)C)=O)C (2-[(R)-3-[(6-isopropyl-pyridin-3-ylmethyl)-carbamoyl]-4-(4-trifluoromethoxy-benzenesulfonyl)-piperazin-1-yl]-4-methyl-thiazole-5-carboxylic acid tert-butyl ester). Solvent: FC(C(=O)O)(F)F (trifluoroacetic acid). The product is C(C)(C)C1=CC=C(C=N1)CNC(=O)[C@H]1CN(CCN1S(=O)(=O)C1=CC=C(C=C1)OC(F)(F)F)C=1SC(=C(N1)C)C(=O)O (2-[(R)-3-[(6-isopropyl-pyridin-3-ylmethyl)-carbamoyl]-4-(4-trifluoromethoxy-benzenesulfonyl)-piperazin-1-yl]-4-methyl-thiazole-5-carboxylic acid). Isolated yield 85.2%. Reaction SMILES: C([O:5][C:6]([C:8]1[S:12][C:11]([N:13]2[CH2:18][CH2:17][N:16]([S:19]([C:22]3[CH:27]=[CH:26][C:25]([O:28][C:29]([F:32])([F:31])[F:30])=[CH:24][CH:23]=3)(=[O:21])=[O:20])[C@@H:15]([C:33](=[O:45])[NH:34][CH2:35][C:36]3[CH:37]=[N:38][C:39]([CH:42]([CH3:44])[CH3:43])=[CH:40][CH:41]=3)[CH2:14]2)=[N:10][C:9]=1[CH3:46])=[O:7])(C)(C)C>FC(F)(F)C(O)=O>[CH:42]([C:39]1[N:38]=[CH:37][C:36]([CH2:35][NH:34][C:33]([C@@H:15]2[N:16]([S:19]([C:22]3[CH:23]=[CH:24][C:25]([O:28][C:29]([F:32])([F:30])[F:31])=[CH:26][CH:27]=3)(=[O:21])=[O:20])[CH2:17][CH2:18][N:13]([C:11]3[S:12][C:8]([C:6]([OH:7])=[O:5])=[C:9]([CH3:46])[N:10]=3)[CH2:14]2)=[O:45])=[CH:41][CH:40]=1)([CH3:44])[CH3:43]. Procedure details: A solution of the compound (55 mg) obtained in Step 7 in trifluoroacetic acid (330 μl) was stirred at room temperature for 1 hr. The reaction mixture was concentrated under reduced pressure, chloroform was added to the residue, and the mixture was concentrated again under reduced pressure. The residue was purified by thin layer chromatography (methanol:chloroform=1:10) to give the title compound (43 mg). Reactants: FC(F)=C(F)CCBr, CN(C)C=O, N#CC(C#N)Cc1ccc(C(F)(F)F)cc1, [H-], [Na+]. Yields the product N#CC(C#N)(CCC(F)=C(F)F)Cc1ccc(C(F)(F)F)cc1. As a reaction SMILES: [Br:19][CH2:20][CH2:21][C:22](=[C:23]([F:24])[F:25])[F:26].[CH3:27][N:28]([CH3:29])[CH:30]=[O:31].[F:1][C:2]([c:3]1[cH:4][cH:5][c:6]([CH2:7][CH:8]([C:9]#[N:10])[C:11]#[N:12])[cH:13][cH:14]1)([F:15])[F:16].[H-:17].[Na+:18]>>[F:1][C:2]([c:3]1[cH:4][cH:5][c:6]([CH2:7][C:8]([C:9]#[N:10])([C:11]#[N:12])[CH2:20][CH2:21][C:22](=[C:23]([F:24])[F:25])[F:26])[cH:13][cH:14]1)([F:15])[F:16]. Starting materials: ClC1=CC(=C(C=C1F)C1=NC(C2=C(N1)CSC2)=O)F (2-(4-chloro-2,5-difluorophenyl)-5,7-dihydrothieno[3,4-d]pyrimidin-4(1H)-one), P(=O)(Cl)(Cl)Cl (phosphorous oxychloride). Reaction conditions: temperature 90 celsius, time 4 hour. Yields the product ClC=1C2=C(N=C(N1)C1=C(C=C(C(=C1)F)Cl)F)CSC2 (4-chloro-2-(4-chloro-2,5-difluorophenyl)-5,7-dihydrothieno[3,4-d]pyrimidine). As a reaction SMILES: [Cl:1][C:2]1[C:7]([F:8])=[CH:6][C:5]([C:9]2[NH:14][C:13]3[CH2:15][S:16][CH2:17][C:12]=3[C:11](=O)[N:10]=2)=[C:4]([F:19])[CH:3]=1.P(Cl)(Cl)([Cl:22])=O>>[Cl:22][C:11]1[C:12]2[CH2:17][S:16][CH2:15][C:13]=2[N:14]=[C:9]([C:5]2[CH:6]=[C:7]([F:8])[C:2]([Cl:1])=[CH:3][C:4]=2[F:19])[N:10]=1. Procedure details: A mixture of 2-(4-chloro-2,5-difluorophenyl)-5,7-dihydrothieno[3,4-d]pyrimidin-4(1H)-one and phosphorous oxychloride was stirred at 90° C. for 4 hours to yield 4-chloro-2-(4-chloro-2,5-difluorophenyl)-5,7-dihydrothieno[3,4-d]pyrimidine. Reactants: CC(=O)OC(C)=O, COC(=O)CC(O)c1ccc(C)nc1, CO, Cc1ccccc1, CC(=O)O, [H][H]. Product: COC(=O)CCc1ccc(C)nc1. RXN SMILES: [CH3:15][C:16]([O:17][C:18](=[O:19])[CH3:20])=[O:21].[CH3:1][O:2][C:3]([CH2:4][CH:5]([c:6]1[cH:7][cH:8][c:9]([CH3:12])[n:10][cH:11]1)[OH:13])=[O:14].[CH3:22][OH:23].[CH3:26][c:27]1[cH:28][cH:29][cH:30][cH:31][cH:32]1.[CH3:33][C:34](=[O:35])[OH:36].[H:24][H:25]>>[CH3:1][O:2][C:3]([CH2:4][CH2:5][c:6]1[cH:7][cH:8][c:9]([CH3:12])[n:10][cH:11]1)=[O:14]. As a reaction SMILES: [CH2:1]([NH:3][C:4]1[C:9]([N+:10]([O-:12])=[O:11])=[CH:8][N:7]=[C:6](OC)[CH:5]=1)[CH3:2].O=P(Cl)(Cl)[Cl:17]>>[Cl:17][C:6]1[CH:5]=[C:4]([NH:3][CH2:1][CH3:2])[C:9]([N+:10]([O-:12])=[O:11])=[CH:8][N:7]=1. Starting materials: C(C)NC1=CC(=NC=C1[N+](=O)[O-])OC (4-(ethylamino)-2-methoxy-5-nitropyridine), O=P(Cl)(Cl)Cl (POCl3). Yields the product ClC1=NC=C(C(=C1)NCC)[N+](=O)[O-] (2-Chloro-4-(ethylamino)-5-nitropyridine). Procedure details: A solution of 4-(ethylamino)-2-methoxy-5-nitropyridine (5.0 g, 25.3 mmol) in POCl3 (25 mL) was heated to 100° C. in a sealed tube for 1 week. The reaction mixture was cooled and concentrated and the residue was taken up in EtOAc/H2O and carefully quenched with sat. K2CO3. The aqueous layer was extracted with EtOAc, washed with H2O, dried (MgSO4) and concentrated to give an orange oil which solidified on standing which was used without further purification. MS (ES+) m/e 202 [M+H]+. Reactants: O=C=Nc1ccc(Cl)cc1, COC(=O)C1(C)CNN=C1c1ccc(Cl)cc1. Yields the product COC(=O)C1(C)CN(C(=O)Nc2ccc(Cl)cc2)N=C1c1ccc(Cl)cc1. As a reaction SMILES: [Cl:18][c:19]1[cH:20][cH:21][c:22]([N:25]=[C:26]=[O:27])[cH:23][cH:24]1.[Cl:1][c:2]1[cH:3][cH:4][c:5]([C:8]2=[N:9][NH:10][CH2:11][C:12]2([CH3:13])[C:14](=[O:15])[O:16][CH3:17])[cH:6][cH:7]1>>[Cl:1][c:2]1[cH:3][cH:4][c:5]([C:8]2=[N:9][N:10]([C:26]([NH:25][c:22]3[cH:21][cH:20][c:19]([Cl:18])[cH:24][cH:23]3)=[O:27])[CH2:11][C:12]2([CH3:13])[C:14](=[O:15])[O:16][CH3:17])[cH:6][cH:7]1. The reactants are aqueous solution, [OH-].[Na+] (sodium hydroxide), COC=1C=C(C=C(C1OC)OC)C(CN1C=NC=C1)SC1=CC=C(C(=O)OC)C=C1 (Methyl 4-[1-(3,4,5-trimethoxyphenyl)-2-(imidazol-1-yl)ethylthio]benzoate). The solvent is CO (methanol). Reaction conditions: time 2 hour. The product is COC=1C=C(C=C(C1OC)OC)C(CN1C=NC=C1)SC1=CC=C(C(=O)O)C=C1 (4-[1-(3,4,5-Trimethoxyphenyl)-2-(imidazol-1-yl)ethylthio]benzoic acid). Isolated yield 55.4%. RXN SMILES: [OH-].[Na+].[CH3:3][O:4][C:5]1[CH:6]=[C:7]([CH:15]([S:22][C:23]2[CH:32]=[CH:31][C:26]([C:27]([O:29]C)=[O:28])=[CH:25][CH:24]=2)[CH2:16][N:17]2[CH:21]=[CH:20][N:19]=[CH:18]2)[CH:8]=[C:9]([O:13][CH3:14])[C:10]=1[O:11][CH3:12]>CO>[CH3:3][O:4][C:5]1[CH:6]=[C:7]([CH:15]([S:22][C:23]2[CH:24]=[CH:25][C:26]([C:27]([OH:29])=[O:28])=[CH:31][CH:32]=2)[CH2:16][N:17]2[CH:21]=[CH:20][N:19]=[CH:18]2)[CH:8]=[C:9]([O:13][CH3:14])[C:10]=1[O:11][CH3:12] |f:0.1|. Procedure details: 1.6 ml of a 1N aqueous solution of sodium hydroxide was added to a solution of 170.6 mg of methyl 4-[1-(3,4,5-trimethoxyphenyl)-2-(imidazol-1-yl)ethylthio]benzoate (prepared as described in Example 27) in 1.6 ml of methanol, and the reaction mixture was stirred at room temperature for 2 hours. The solvent was then removed by distillation under reduced pressure, and 0.8 ml of a 1N aqueous solution of sodium hydroxide was added to the residue. The resulting mixture was extracted with chloroform, a... Procedure details: To a stirring solution of (7R)-7[(phenylacetyl)amino]-3-(2-cyanopyrid-3-ylthio)-3-cephem-4-carboxylate, 4-methoxybenzyl ester (158 mg, 0.277 mmol) and anisole (0.4 mL) in dichloromethane (1 mL) at 0° C. was added trifluoroacetic acid (1 mL). After 1 h at 0° C., the solvent was removed with a rotary evaporator, and the residue was triturated with ether, filtered, and dried, affording 104 mg (83%) of the title compound. 1H NMR (CDCl3) δ3.15 (d, 1, J=18), 3.54 (d, 1, J=18), 3.65 (d, 1, J=16), 3.69 ... Conditions: time 1 hour. As a reaction SMILES: [C:1]1([CH2:7][C:8]([NH:10][C@@H:11]2[C:30](=[O:31])[N:13]3[C:14]([C:27]([O-:29])=[O:28])=[C:15]([S:18][C:19]4[C:20]([C:25]#[N:26])=[N:21][CH:22]=[CH:23][CH:24]=4)[CH2:16][S:17][C@H:12]23)=[O:9])[CH:6]=[CH:5][CH:4]=[CH:3][CH:2]=1.C1(OC)C=CC=CC=1.FC(F)(F)C(O)=O>ClCCl>[C:1]1([CH2:7][C:8]([NH:10][C@@H:11]2[C:30](=[O:31])[N:13]3[C:14]([C:27]([OH:29])=[O:28])=[C:15]([S:18][C:19]4[C:20]([C:25]#[N:26])=[N:21][CH:22]=[CH:23][CH:24]=4)[CH2:16][S:17][C@H:12]23)=[O:9])[CH:6]=[CH:5][CH:4]=[CH:3][CH:2]=1. The yield is 83.0%. Reactants: C1(=CC=CC=C1)CC(=O)N[C@H]1[C@@H]2N(C(=C(CS2)SC=2C(=NC=CC2)C#N)C(=O)[O-])C1=O ((7R)-7[(phenylacetyl)amino]-3-(2-cyanopyrid-3-ylthio)-3-cephem-4-carboxylate), 4-methoxybenzyl ester, C1(=CC=CC=C1)OC (anisole), FC(C(=O)O)(F)F (trifluoroacetic acid). Yields the product C1(=CC=CC=C1)CC(=O)N[C@H]1[C@@H]2N(C(=C(CS2)SC=2C(=NC=CC2)C#N)C(=O)O)C1=O ((7R)-7-[(phenylacetyl)amino]-3-(2-cyanopyrid-3-ylthio)-3-cephem-4-carboxylic acid). Solvent: ClCCl (dichloromethane).